This data is from the Open Reaction Database (ORD), a public repository of structured organic reaction records. The task is: describe an organic reaction: reactants, conditions, products, and yield The reactants are CCOC(=O)c1cc2cc(OCCCOC)cc(N)c2[nH]1, c1ccncc1, O=S(=O)(Cl)c1ccccn1. The product is CCOC(=O)c1cc2cc(OCCCOC)cc(NS(=O)(=O)c3ccccn3)c2[nH]1. RXN SMILES: [NH2:1][c:2]1[cH:3][c:4]([O:16][CH2:17][CH2:18][CH2:19][O:20][CH3:21])[cH:5][c:6]2[cH:7][c:8]([C:11](=[O:12])[O:13][CH2:14][CH3:15])[nH:9][c:10]12.[cH:32]1[cH:33][cH:34][n:35][cH:36][cH:37]1.[n:22]1[c:23]([S:28](=[O:29])(=[O:30])[Cl:31])[cH:24][cH:25][cH:26][cH:27]1>>[NH:1]([c:2]1[cH:3][c:4]([O:16][CH2:17][CH2:18][CH2:19][O:20][CH3:21])[cH:5][c:6]2[cH:7][c:8]([C:11](=[O:12])[O:13][CH2:14][CH3:15])[nH:9][c:10]12)[S:28]([c:23]1[n:22][cH:27][cH:26][cH:25][cH:24]1)(=[O:29])=[O:30]. Reactants: [N+](=O)([O-])C1=C(C=CC(=C1)S(N)(=O)=O)N[C@H](CC(=O)O)CSC1=CC=CC=C1 ((R)-3-(2-nitro-4-sulfamoylphenylamino)-4-(phenylthio)butanoic acid), N1CCOCC1 (morpholine), Cl.C(C)N=C=NCCCN(C)C (1-ethyl-3-[3-(dimethylamino)propyl]-carbodiimide hydrochloride). Reagents/catalysts: CN(C1=CC=NC=C1)C (N,N-dimethylpyridin-4-amine). The solvent is CN(C=O)C (N,N-dimethylformamide), C(C)(=O)OCC (ethyl acetate). Run at time 8 hour. The product is O1CCN(CC1)C(C[C@H](CSC1=CC=CC=C1)NC1=C(C=C(C=C1)S(=O)(=O)N)[N+](=O)[O-])=O ((R)-4-(4-morpholino-4-oxo-1-(phenylthio)butan-2-ylamino)-3-nitrobenzenesulfonamide). RXN SMILES: [N+:1]([C:4]1[CH:9]=[C:8]([S:10](=[O:13])(=[O:12])[NH2:11])[CH:7]=[CH:6][C:5]=1[NH:14][C@@H:15]([CH2:20][S:21][C:22]1[CH:27]=[CH:26][CH:25]=[CH:24][CH:23]=1)[CH2:16][C:17](O)=[O:18])([O-:3])=[O:2].[NH:28]1[CH2:33][CH2:32][O:31][CH2:30][CH2:29]1.Cl.C(N=C=NCCCN(C)C)C>CN(C)C=O.CN(C)C1C=CN=CC=1.C(OCC)(=O)C>[O:31]1[CH2:32][CH2:33][N:28]([C:17](=[O:18])[CH2:16][C@@H:15]([NH:14][C:5]2[CH:6]=[CH:7][C:8]([S:10]([NH2:11])(=[O:12])=[O:13])=[CH:9][C:4]=2[N+:1]([O-:3])=[O:2])[CH2:20][S:21][C:22]2[CH:27]=[CH:26][CH:25]=[CH:24][CH:23]=2)[CH2:29][CH2:30]1 |f:2.3|. Procedure: To a mixture of Example 10D (0.75 g) and morpholine (0.318 g) in N,N-dimethylformamide (5 mL) were added N,N-dimethylpyridin-4-amine (0.445 g) and 1-ethyl-3-[3-(dimethylamino)propyl]-carbodiimide hydrochloride (0.699 g). The mixture was stirred overnight, diluted with ethyl acetate and washed with 5% aqueous HCl and water. The organic layer was dried over Na2SO4 and concentrated to give the title compound. Starting materials: [Ag+2], BrCc1ccccc1, O=C([O-])[O-], Cc1ccccc1, Oc1ccc(Cl)nc1I. Product: Clc1ccc(OCc2ccccc2)c(I)n1. RXN SMILES: [Ag+2:29].[Br:10][CH2:11][c:12]1[cH:13][cH:14][cH:15][cH:16][cH:17]1.[C:25](=[O:26])([O-:27])[O-:28].[CH3:18][c:19]1[cH:20][cH:21][cH:22][cH:23][cH:24]1.[Cl:1][c:2]1[cH:3][cH:4][c:5]([OH:9])[c:6]([I:8])[n:7]1>>[Cl:1][c:2]1[cH:3][cH:4][c:5]([O:9][CH2:11][c:12]2[cH:13][cH:14][cH:15][cH:16][cH:17]2)[c:6]([I:8])[n:7]1. Yields the product OCCCCC1=CC=C2C=3C=CC(=CC3C(C2=C1)(C)C)O (7-(4-Hydroxybutyl)-9,9-dimethyl-9H-fluoren-2-ol). Starting materials: OCCC#CC1=CC=C2C=3C=CC(=CC3C(C2=C1)(C)C)O (7-(4-Hydroxybut-1-ynyl)-9,9-dimethyl-9H-fluoren-2-ol). Procedure: 7-(4-Hydroxybut-1-ynyl)-9,9-dimethyl-9H-fluoren-2-ol is hydrogenated to completion in THF on palladium/active carbon. The catalyst is filtered off, the solvent is removed in vacuo, and the residue is employed in the next step without further purification. RXN SMILES: [OH:1][CH2:2][CH2:3][C:4]#[C:5][C:6]1[CH:18]=[C:17]2[C:9]([C:10]3[CH:11]=[CH:12][C:13]([OH:21])=[CH:14][C:15]=3[C:16]2([CH3:20])[CH3:19])=[CH:8][CH:7]=1>C1COCC1>[OH:1][CH2:2][CH2:3][CH2:4][CH2:5][C:6]1[CH:18]=[C:17]2[C:9]([C:10]3[CH:11]=[CH:12][C:13]([OH:21])=[CH:14][C:15]=3[C:16]2([CH3:19])[CH3:20])=[CH:8][CH:7]=1. Solvent: C1CCOC1 (THF).